This data is from the Open Reaction Database (ORD), a public repository of structured organic reaction records. The task is: describe an organic reaction: reactants, conditions, products, and yield The reactants are N([C@@H](CCC(OC(C)(C)C)=O)C(=O)N[C@@H](CCCCNC(=O)OC(C)(C)C)C(=O)N[C@@H](CCCCNC(=O)OC(C)(C)C)C(=O)N[C@@H](CCC(OC(C)(C)C)=O)C(=O)N[C@@H](C(C)C)C(=O)N[C@@H](C(C)C)C(=O)N[C@@H](CCC(OC(C)(C)C)=O)C(=O)N[C@@H](CCC(OC(C)(C)C)=O)C(=O)N[C@@H](C)C(=O)N[C@@H](CCC(OC(C)(C)C)=O)C(=O)N[C@@H](CC(N)=O)C(=O)OC(C)(C)C)C(=O)OCC1=CC=CC=C1 (Z-Glu(OtBu)-Lys(Boc)-Lys(Boc)-Glu(OtBu)-Val-Val-Glu(OtBu)-Glu(OtBu)-Ala-Glu(OtBu)-Asn-OtBu). Reagents/catalysts: [Pd].[O-]S(=O)(=O)[O-].[Ba+2] (Pd BaSO4). Run at time 3 hour. Yields the product N[C@@H](CCC(OC(C)(C)C)=O)C(=O)N[C@@H](CCCCNC(=O)OC(C)(C)C)C(=O)N[C@@H](CCCCNC(=O)OC(C)(C)C)C(=O)N[C@@H](CCC(OC(C)(C)C)=O)C(=O)N[C@@H](C(C)C)C(=O)N[C@@H](C(C)C)C(=O)N[C@@H](CCC(OC(C)(C)C)=O)C(=O)N[C@@H](CCC(OC(C)(C)C)=O)C(=O)N[C@@H](C)C(=O)N[C@@H](CCC(OC(C)(C)C)=O)C(=O)N[C@@H](CC(N)=O)C(=O)OC(C)(C)C (H-Glu(OtBu)-Lys(Boc)-Lys(Boc)-Glu(OtBu)-Val-Val-Glu(OtBu)-Glu(OtBu)-Ala-Glu(OtBu)-Asn-OtBu). As a reaction SMILES: [NH:1](C(OCC1C=CC=CC=1)=O)[C@H:2]([C:12]([NH:14][C@H:15]([C:28]([NH:30][C@H:31]([C:44]([NH:46][C@H:47]([C:57]([NH:59][C@H:60]([C:64]([NH:66][C@H:67]([C:71]([NH:73][C@H:74]([C:84]([NH:86][C@H:87]([C:97]([NH:99][C@H:100]([C:102]([NH:104][C@H:105]([C:115]([NH:117][C@H:118]([C:123]([O:125][C:126]([CH3:129])([CH3:128])[CH3:127])=[O:124])[CH2:119][C:120](=[O:122])[NH2:121])=[O:116])[CH2:106][CH2:107][C:108](=[O:114])[O:109][C:110]([CH3:113])([CH3:112])[CH3:111])=[O:103])[CH3:101])=[O:98])[CH2:88][CH2:89][C:90](=[O:96])[O:91][C:92]([CH3:95])([CH3:94])[CH3:93])=[O:85])[CH2:75][CH2:76][C:77](=[O:83])[O:78][C:79]([CH3:82])([CH3:81])[CH3:80])=[O:72])[CH:68]([CH3:70])[CH3:69])=[O:65])[CH:61]([CH3:63])[CH3:62])=[O:58])[CH2:48][CH2:49][C:50](=[O:56])[O:51][C:52]([CH3:55])([CH3:54])[CH3:53])=[O:45])[CH2:32][CH2:33][CH2:34][CH2:35][NH:36][C:37]([O:39][C:40]([CH3:43])([CH3:42])[CH3:41])=[O:38])=[O:29])[CH2:16][CH2:17][CH2:18][CH2:19][NH:20][C:21]([O:23][C:24]([CH3:27])([CH3:26])[CH3:25])=[O:22])=[O:13])[CH2:3][CH2:4][C:5](=[O:11])[O:6][C:7]([CH3:10])([CH3:9])[CH3:8]>[Pd].[O-]S([O-])(=O)=O.[Ba+2]>[NH2:1][C@H:2]([C:12]([NH:14][C@H:15]([C:28]([NH:30][C@H:31]([C:44]([NH:46][C@H:47]([C:57]([NH:59][C@H:60]([C:64]([NH:66][C@H:67]([C:71]([NH:73][C@H:74]([C:84]([NH:86][C@H:87]([C:97]([NH:99][C@H:100]([C:102]([NH:104][C@H:105]([C:115]([NH:117][C@H:118]([C:123]([O:125][C:126]([CH3:127])([CH3:128])[CH3:129])=[O:124])[CH2:119][C:120](=[O:122])[NH2:121])=[O:116])[CH2:106][CH2:107][C:108](=[O:114])[O:109][C:110]([CH3:113])([CH3:112])[CH3:111])=[O:103])[CH3:101])=[O:98])[CH2:88][CH2:89][C:90](=[O:96])[O:91][C:92]([CH3:93])([CH3:94])[CH3:95])=[O:85])[CH2:75][CH2:76][C:77](=[O:83])[O:78][C:79]([CH3:80])([CH3:81])[CH3:82])=[O:72])[CH:68]([CH3:70])[CH3:69])=[O:65])[CH:61]([CH3:63])[CH3:62])=[O:58])[CH2:48][CH2:49][C:50](=[O:56])[O:51][C:52]([CH3:53])([CH3:54])[CH3:55])=[O:45])[CH2:32][CH2:33][CH2:34][CH2:35][NH:36][C:37]([O:39][C:40]([CH3:43])([CH3:42])[CH3:41])=[O:38])=[O:29])[CH2:16][CH2:17][CH2:18][CH2:19][NH:20][C:21]([O:23][C:24]([CH3:27])([CH3:26])[CH3:25])=[O:22])=[O:13])[CH2:3][CH2:4][C:5](=[O:11])[O:6][C:7]([CH3:8])([CH3:9])[CH3:10] |f:1.2.3|. Reported procedure: A solution of Z-Glu(OtBu)-Lys(Boc)-Lys(Boc)-Glu(OtBu)-Val-Val-Glu(OtBu)-Glu(OtBu)-Ala-Glu(OtBu)-Asn-OtBu (45.0 g, 23 mmol) in TFE (1.1 L) containing 10% Pd-BaSO4 (15 g) was hydrogenated in a Vibromixer apparatus for 3 h. The reaction mixture was filtered through celite which was washed with TFE (3×100 mL). The combined filtrate was evaporated to dryness and taken up in DMF:DMSO (1300 mL:650 mL) for use in the next stage of synthesis. A portion of the residue was precipitated from TFE-H2O, filter... Reactants: C(=O)(O)C=1C=C2C=CC(NC2=CC1)=O (6-carboxycarbostyril), ClC(=O)OCC(C)C (isobutyl chloroformate), C([O-])(O)=O.[Na+] (sodium bicarbonate), C(\C=C(/C)\CCC=C(C)C)N1CCNCC1 (geranylpiperazine). Solvent: CS(=O)C (DMF), C(C)N(CC)CC (triethylamine), CS(=O)C (DMF), CS(=O)C (DMF). Yields the product O.Cl.C(\C=C(/C)\CCC=C(C)C)N1CCN(CC1)C(=O)C=1C=C2C=CC(NC2=CC1)=O (6-(4-geranyl-1-piperazinylcarbonyl)carbostyril hydrochloride monohydrate). Reaction SMILES: [C:1]([C:4]1[CH:5]=[C:6]2[C:11](=[CH:12][CH:13]=1)[NH:10][C:9](=[O:14])[CH:8]=[CH:7]2)([OH:3])=[O:2].[Cl:15]C(OCC(C)C)=O.[CH2:23]([N:33]1[CH2:38][CH2:37][NH:36][CH2:35][CH2:34]1)/[CH:24]=[C:25](/[CH2:27][CH2:28][CH:29]=[C:30]([CH3:32])[CH3:31])\[CH3:26].C(=O)(O)[O-].[Na+]>CS(C)=O.C(N(CC)CC)C>[OH2:2].[ClH:15].[CH2:23]([N:33]1[CH2:34][CH2:35][N:36]([C:1]([C:4]2[CH:5]=[C:6]3[C:11](=[CH:12][CH:13]=2)[NH:10][C:9](=[O:14])[CH:8]=[CH:7]3)=[O:3])[CH2:37][CH2:38]1)/[CH:24]=[C:25](/[CH2:27][CH2:28][CH:29]=[C:30]([CH3:31])[CH3:32])\[CH3:26] |f:3.4,7.8.9|. Procedure: 34.5 Grams of 6-carboxycarbostyril and 31 ml of triethylamine were dissolved in 350 ml of DMF (dimethyl sulfoxide), and to this solution was added dropwise a solution containing 28 ml of isobutyl chloroformate and 14 ml of DMF at room temperature under stirring. After stirred at room for 1 hour, 21 ml of DMF solution containing 46.7 g of geranylpiperazine was added dropwise thereto, and the whole mixture was stirred at room temperature for 10 hours. The reaction mixture was poured in an aqueous ... Reactants: ice water, CC(C#N)(CCCCOC=1C=CC2=C(N(C(=N2)C2=CC=CC=C2)C2=CC=CC=C2)C1)C (2,2-dimethyl-6-[(1,2-diphenyl-1H-benzimidazol-6-yl)oxy]hexanonitrile), [OH-].[Na+] (sodium hydroxide). Run in S(O)(O)(=O)=O (sulfuric acid). The product is CC(C(=O)N)(CCCCOC=1C=CC2=C(N(C(=N2)C2=CC=CC=C2)C2=CC=CC=C2)C1)C (2,2-Dimethyl-6-[(1,2-diphenyl-1H-benzimidazol-6-yl)oxy]hexanamide). As a reaction SMILES: [CH3:1][C:2]([CH3:31])([CH2:5][CH2:6][CH2:7][CH2:8][O:9][C:10]1[CH:11]=[CH:12][C:13]2[N:17]=[C:16]([C:18]3[CH:23]=[CH:22][CH:21]=[CH:20][CH:19]=3)[N:15]([C:24]3[CH:29]=[CH:28][CH:27]=[CH:26][CH:25]=3)[C:14]=2[CH:30]=1)[C:3]#[N:4].[OH-:32].[Na+]>S(=O)(=O)(O)O>[CH3:1][C:2]([CH3:31])([CH2:5][CH2:6][CH2:7][CH2:8][O:9][C:10]1[CH:11]=[CH:12][C:13]2[N:17]=[C:16]([C:18]3[CH:19]=[CH:20][CH:21]=[CH:22][CH:23]=3)[N:15]([C:24]3[CH:25]=[CH:26][CH:27]=[CH:28][CH:29]=3)[C:14]=2[CH:30]=1)[C:3]([NH2:4])=[O:32] |f:1.2|. Reported procedure: 500 mg of 2,2-dimethyl-6-[(1,2-diphenyl-1H-benzimidazol-6-yl)oxy]hexanonitrile was refluxed for 2 hours in 5 ml of 80% sulfuric acid. After cooling, it was carefully added to ice water, the pH was set at 8 with sodium hydroxide solution, it was extracted three times with ethyl acetate, the extracts were dried on sodium sulfate, and it was concentrated by evaporation in a vacuum. The residue was chromatographed on silica gel. The yield is 30.3%. Starting materials: ice, ClC1=C(C=C(N)C=C1)F (4-chloro-3-fluoroaniline), Cl (hydrochloric acid), C(C)(=O)[O-].[K+] (potassium acetate), CC(C(=O)OCC)C(=O)C (ethyl 2-methylacetoacetate), C(C)(=O)[O-].[K+] (potassium acetate), N(=O)[O-].[Na+] (sodium nitrite), ice. Yields the product ClC1=C(C=C(C=C1)NN=C(C(=O)OCC)C)F (Ethyl Pyruvate 4-Chloro-3-Fluorophenylhydrazone). Conditions: temperature 0 celsius, time 3 hour. Reaction SMILES: [N:1]([O-])=O.[Na+].[Cl:5][C:6]1[CH:12]=[CH:11][C:9]([NH2:10])=[CH:8][C:7]=1[F:13].Cl.C([O-])(=O)C.[K+].[CH3:20][CH:21](C(C)=O)[C:22]([O:24][CH2:25][CH3:26])=[O:23]>O.CO.C(O)C>[Cl:5][C:6]1[CH:12]=[CH:11][C:9]([NH:10][N:1]=[C:21]([CH3:20])[C:22]([O:24][CH2:25][CH3:26])=[O:23])=[CH:8][C:7]=1[F:13] |f:0.1,4.5|. The solvent is O (water), C(C)O (ethanol), CO (methanol), O (water). Reported procedure: A solution of sodium nitrite (4.76 g, 0.069 mol) in water (6.3 mL) was added dropwise to an ice cooled mixture of 4-chloro-3-fluoroaniline (J. Am. Chem. Soc., 1996, 61, 5130-5133) (10.00 g, 0.069 mol), water (167 mL) and 37% hydrochloric acid (167 mL). After 20 minutes potassium acetate (9.81 g, 0.10 mol) was added, and then a solution of ethyl 2-methylacetoacetate (9.95 g, 0.069 mol), potassium acetate (9.81 g, 0.10 mol) in methanol (67 mL) was dropped while cooling on the ice bad. Reaction was... Reactants: BrC1=CC=C(C=C1)C(=O)C=1C(=NN2C1C=CC=C2)CCCC ((4-bromophenyl) (2-butyl pyrazolo(1,5-a) pyridin-3-yl) methanone), O1CCCC1 (Tetrahydrofuran). The solvent is O (water), O (water). Reaction conditions: time 2 hour. The product is BrC1=CC=C(C=C1)CC=1C(=NN2C1C=CC=C2)CCCC (3-[(4-bromophenyl)methyl]2-butyl pyrazolo (1,5-a)pyridine). Isolated yield 104.1%. As a reaction SMILES: [Br:1][C:2]1[CH:7]=[CH:6][C:5]([C:8]([C:10]2[C:11]([CH2:19][CH2:20][CH2:21][CH3:22])=[N:12][N:13]3[CH:18]=[CH:17][CH:16]=[CH:15][C:14]=23)=O)=[CH:4][CH:3]=1.O1CCCC1>O>[Br:1][C:2]1[CH:3]=[CH:4][C:5]([CH2:8][C:10]2[C:11]([CH2:19][CH2:20][CH2:21][CH3:22])=[N:12][N:13]3[CH:18]=[CH:17][CH:16]=[CH:15][C:14]=23)=[CH:6][CH:7]=1. Procedure: 3.7 g of the product obtained in Example 1 were then introduced at ambient temperature and the mixture was stirred at ambient temperature for about 2 hours. Tetrahydrofuran with 20% water was introduced at a temperature of about 0° to 10° C., and the mixture was taken up in water, filtered, decanted and extracted with ethyl acetate. The organic phase was dried, filtered and the solvents were eliminated under reduced pressure at a temperature of about 50° C. to obtain 3.7 g of the expected produc... Starting materials: FC=1C=C(C=CC1)NC1CCN(CC1)C(=O)N(C=1C=CC(=NC1)CN1C[C@@H](N(CC1)C(=O)OC(C)(C)C)C)C (1,1-dimethylethyl (2S)-4-({5-[({4-[(3-fluorophenyl)amino]-1-piperidinyl}carbonyl)(methyl)amino]-2-pyridinyl}methyl)-2-methyl-1-piperazinecarboxylate). Run in C(Cl)Cl (DCM), C(=O)(C(F)(F)F)O (TFA). Product: FC=1C=C(C=CC1)NC1CCN(CC1)C(=O)N(C=1C=NC(=CC1)CN1C[C@@H](NCC1)C)C (4-[(3-Fluorophenyl)amino]N-methyl-N-(6-{[(3S)-3-methyl-1-piperazinyl]methyl}-3-pyridinyl)-1-piperidinecarboxamide). Yield: 91.9%. As a reaction SMILES: [F:1][C:2]1[CH:3]=[C:4]([NH:8][CH:9]2[CH2:14][CH2:13][N:12]([C:15]([N:17]([CH3:39])[C:18]3[CH:19]=[CH:20][C:21]([CH2:24][N:25]4[CH2:30][CH2:29][N:28](C(OC(C)(C)C)=O)[C@@H:27]([CH3:38])[CH2:26]4)=[N:22][CH:23]=3)=[O:16])[CH2:11][CH2:10]2)[CH:5]=[CH:6][CH:7]=1>C(Cl)Cl.C(O)(C(F)(F)F)=O>[F:1][C:2]1[CH:3]=[C:4]([NH:8][CH:9]2[CH2:10][CH2:11][N:12]([C:15]([N:17]([CH3:39])[C:18]3[CH:23]=[N:22][C:21]([CH2:24][N:25]4[CH2:30][CH2:29][NH:28][C@@H:27]([CH3:38])[CH2:26]4)=[CH:20][CH:19]=3)=[O:16])[CH2:13][CH2:14]2)[CH:5]=[CH:6][CH:7]=1. Procedure details: A solution of 1,1-dimethylethyl (2S)-4-({5-[({4-[(3-fluorophenyl)amino]-1-piperidinyl}carbonyl)(methyl)amino]-2-pyridinyl}methyl)-2-methyl-1-piperazinecarboxylate (D62) (320 mg, 0.593 mmol) in DCM (16 ml) and TFA (4 ml) was stirred at room temp for 2 h. The solvent was removed in vacuo and the residue was taken up in MeOH, and loaded onto an (solute SCX cartridge which was eluted with MeOH then 2M NH3 in MeOH. The ammoniacal fraction was concentrated to give the crude product as a yellow oil. Co... The reactants are ClC=1C=C(SC1)C(=O)O (4-chloro-2-thiophenecarboxylic acid), acyl imidazole, C(=O)(N1C=NC=C1)N1C=NC=C1 (1,1'-carbonyldiimidazole), 4-chloro-2-thiophene-(1-imidazo)carboxamide, FC(C=1C=C2CC(N(C2=CC1)C(=O)N)=O)(F)F (5-trifluoromethyl-2-oxindole-1-carboxamide). Reaction SMILES: [Cl:1][C:2]1[CH:3]=[C:4]([C:7]([OH:9])=O)[S:5][CH:6]=1.C(N1C=CN=C1)(N1C=CN=C1)=O.[F:22][C:23]([F:38])([F:37])[C:24]1[CH:25]=[C:26]2[C:30](=[CH:31][CH:32]=1)[N:29]([C:33]([NH2:35])=[O:34])[C:28](=[O:36])[CH2:27]2>CN(C1C=CN=CC=1)C>[F:38][C:23]([F:22])([F:37])[C:24]1[CH:25]=[C:26]2[C:30](=[CH:31][CH:32]=1)[N:29]([C:33]([NH2:35])=[O:34])[C:28](=[O:36])[CH:27]2[C:7](=[O:9])[C:4]1[S:5][CH:6]=[C:2]([Cl:1])[CH:3]=1. Reagents/catalysts: CN(C)C1=CC=NC=C1 (4-(N,N-dimethylamino)pyridine). Procedure: The experimental procedure used to produce the title compound was adopted from Example 55. A 388 mg (2.39 mmole) sample of 4-chloro-2-thiophenecarboxylic acid (prepared according to Iriarte, J., et al., J. Het. Chem., 13, 393 (1976)) was transformed into the acyl imidazole by reaction with 420 mg (2.59 mmole) of 1,1'-carbonyldiimidazole. The intermediate 4-chloro-2-thiophene-(1-imidazo)carboxamide coupled directly with 486 mg (1.99 mmole) of 5-trifluoromethyl-2-oxindole-1-carboxamide in the pres... Product: FC(C=1C=C2C(C(N(C2=CC1)C(=O)N)=O)C(C1=CC(=CS1)Cl)=O)(F)F (5-Trifluoromethyl-3-(4-chloro-2-thenoyl)-2-oxindole-1-carboxamide). The yield is 82.0%.